From a dataset of the Open Reaction Database (ORD), a public repository of structured organic reaction records. describe an organic reaction: reactants, conditions, products, and yield Reactants: ClC1=C(C=CC=C1Cl)C=1C(=CNC1)C(=O)OCC (ethyl 4-(2,3-dichlorophenyl)pyrrole-3-carboxylate), [OH-].[K+] (potassium hydroxide). Run in O (water). The product is ClC1=C(C=CC=C1Cl)C=1C(=CNC1)C(=O)O (4-(2,3-Dichlorophenyl)pyrrole-3-carboxylic acid). Isolated yield 97.4%. As a reaction SMILES: [Cl:1][C:2]1[C:7]([Cl:8])=[CH:6][CH:5]=[CH:4][C:3]=1[C:9]1[C:10]([C:14]([O:16]CC)=[O:15])=[CH:11][NH:12][CH:13]=1.[OH-].[K+]>O>[Cl:1][C:2]1[C:7]([Cl:8])=[CH:6][CH:5]=[CH:4][C:3]=1[C:9]1[C:10]([C:14]([OH:16])=[O:15])=[CH:11][NH:12][CH:13]=1 |f:1.2|. Procedure: A mixture of ethyl 4-(2,3-dichlorophenyl)pyrrole-3-carboxylate (5.95 g, 21 mmol) and potassium hydroxide (6.5 g, 85%, 99 mmol) is heated at reflux for 6 hours, cooled, diluted with water and washed with diethyl ether. The aqueous phase is acidified with hydrochloric acid and filtered to obtain a solid. The solid is washed with diethyl ether and petroleum ether and dried to give the title product as a white solid (5.24 g) which is identified by 1H and 13C NMR spectral analyses. Reactants: OCC1=CC=C(OC(C(=O)OC)C)C=C1 (methyl 2-(4-hydroxymethylphenoxy)propionate), Cl (hydrochloric acid), ice water. Yields the product ClCC1=CC=C(OC(C(=O)OC)C)C=C1 (methyl 2-(4-chloromethylphenoxy)propionate). Yield: 67.3%. RXN SMILES: O[CH2:2][C:3]1[CH:15]=[CH:14][C:6]([O:7][CH:8]([CH3:13])[C:9]([O:11][CH3:12])=[O:10])=[CH:5][CH:4]=1.[ClH:16]>>[Cl:16][CH2:2][C:3]1[CH:15]=[CH:14][C:6]([O:7][CH:8]([CH3:13])[C:9]([O:11][CH3:12])=[O:10])=[CH:5][CH:4]=1. Procedure: A mixture of 2.19 g (0.0104 mole) of methyl 2-(4-hydroxymethylphenoxy)propionate and 3.00 g (0.0823 mole) of 36% hydrochloric acid was stirred for fifteen minutes at room temperature. The reaction mixture was then poured into ice-water, and the resulting mixture was extracted with diethyl ether. The extracts were combined and washed in succession with water and a saturated aqueous solution of sodium bicarbonate. The extract was dried over anhydrous magnesium sulfate and filtered, and the solvent... Starting materials: ClB(Cl)Cl, O=C([O-])O, CCN(Cc1cc(Br)ccc1OCc1ccccc1)c1ccc(C(N)=O)nn1, CCOCC, CSC, CO, ClCCl, [Na+]. Yields the product CCN(Cc1cc(Br)ccc1O)c1ccc(C(N)=O)nn1. As a reaction SMILES: [B:32]([Cl:33])([Cl:34])[Cl:35].[C:36](=[O:37])([OH:38])[O-:39].[CH2:1]([c:2]1[cH:3][cH:4][cH:5][cH:6][cH:7]1)[O:8][c:9]1[c:10]([CH2:11][N:12]([CH2:13][CH3:14])[c:15]2[cH:16][cH:17][c:18]([C:21](=[O:22])[NH2:23])[n:19][n:20]2)[cH:24][c:25]([Br:28])[cH:26][cH:27]1.[CH2:41]([O:42][CH2:43][CH3:44])[CH3:45].[CH3:29][S:30][CH3:31].[CH3:49][OH:50].[Cl:46][CH2:47][Cl:48].[Na+:40]>>[OH:8][c:9]1[c:10]([CH2:11][N:12]([CH2:13][CH3:14])[c:15]2[cH:16][cH:17][c:18]([C:21](=[O:22])[NH2:23])[n:19][n:20]2)[cH:24][c:25]([Br:28])[cH:26][cH:27]1. The reactants are ClC1=C(C=CC(=C1)Cl)N (2,4-dichloro-phenylamine), Cl.N1=CC=CC=C1 (pyridine hydrochloride), ClC1=C(C=NC2=CC(=C(C=C12)OC)NC(C)=O)C#N (N-(4-chloro-3-cyano-6-methoxy-7-quinolinyl)acetamide). Run in C(C)OCCO (2-ethoxyethanol). Conditions: temperature 135 celsius. Product: C(#N)C=1C=NC2=CC(=C(C=C2C1NC1=C(C=C(C=C1)Cl)Cl)OC)NC(C)=O (N-[3-Cyano-4-(2,4-dichloroanilino)-6-methoxy-7-quinolinyl]acetamide). Yield: 91.8%. Reaction SMILES: Cl[C:2]1[C:11]2[C:6](=[CH:7][C:8]([NH:14][C:15](=[O:17])[CH3:16])=[C:9]([O:12][CH3:13])[CH:10]=2)[N:5]=[CH:4][C:3]=1[C:18]#[N:19].[Cl:20][C:21]1[CH:26]=[C:25]([Cl:27])[CH:24]=[CH:23][C:22]=1[NH2:28].Cl.N1C=CC=CC=1>C(OCCO)C>[C:18]([C:3]1[CH:4]=[N:5][C:6]2[C:11]([C:2]=1[NH:28][C:22]1[CH:23]=[CH:24][C:25]([Cl:27])=[CH:26][C:21]=1[Cl:20])=[CH:10][C:9]([O:12][CH3:13])=[C:8]([NH:14][C:15](=[O:17])[CH3:16])[CH:7]=2)#[N:19] |f:2.3|. Procedure details: An amount of 6 g .(0.022 mol) of N-(4-chloro-3-cyano-6-methoxy-7-quinolinyl)acetamide was stirred in 60 ml of 2-ethoxyethanol. To this were added 2,4-dichloro-phenylamine (3.9 g, 0.024 mol), and 2.8 g (0.024 mol) pyridine hydrochloride, and the mixture was heated at 135° C. for 3 hours. The solvent was evaporated and the solid was stirred in ethyl acetate and filtered to give the HCl salt (8.1 g, 84%). A small portion was stirred in ethyl acetate and sodium hydroxide (1M). After separation of th... The reactants are O=S(=O)(O)Cl, Clc1ccc(-c2ncc[nH]2)cc1, O, O=S(Cl)Cl. Product: O=S(=O)(Cl)c1c[nH]c(-c2ccc(Cl)cc2)n1. As a reaction SMILES: [Cl:13][S:14](=[O:15])(=[O:16])[OH:17].[Cl:1][c:2]1[cH:3][cH:4][c:5](-[c:8]2[nH:9][cH:10][cH:11][n:12]2)[cH:6][cH:7]1.[OH2:22].[S:18]([Cl:19])([Cl:20])=[O:21]>>[Cl:1][c:2]1[cH:3][cH:4][c:5](-[c:8]2[n:9][c:10]([S:14]([Cl:13])(=[O:15])=[O:16])[cH:11][nH:12]2)[cH:6][cH:7]1.